This data is from the Open Reaction Database (ORD), a public repository of structured organic reaction records. The task is: describe an organic reaction: reactants, conditions, products, and yield Reactants: F[B-](F)(F)F.C(C)[O+](CC)CC (triethyloxonium tetrafluoroborate), C(C)(C)(C)OC(N[C@@H](C)C(N)=O)=O (((S)-1-carbamoylethyl)carbamic acid tert-butyl ester), FC=1C(=C(C(=CC1)N)NC1=NC=CC=C1)C (4-fluoro-3-methyl-N2-pyridin-2-yl-benzene-1,2-diamine). The solvent is C(Cl)Cl (DCM). Reaction conditions: time 2 hour. Product: C(C)(C)(C)OC(N[C@@H](C)C1=NC2=C(N1C1=NC=CC=C1)C(=C(C=C2)F)C)=O ([(S)-1-(6-Fluoro-7-methyl-1-pyridin-2-yl-1H-benzoimidazol-2-yl)ethyl]-carbamic acid tert-butyl ester). The yield is 68.3%. Reaction SMILES: [C:1]([O:5][C:6](=[O:13])[NH:7][C@H:8]([C:10](=O)[NH2:11])[CH3:9])([CH3:4])([CH3:3])[CH3:2].F[B-](F)(F)F.C([O+](CC)CC)C.[F:26][C:27]1[C:28]([CH3:41])=[C:29]([NH:34][C:35]2[CH:40]=[CH:39][CH:38]=[CH:37][N:36]=2)[C:30](N)=[CH:31][CH:32]=1>C(Cl)Cl>[C:1]([O:5][C:6](=[O:13])[NH:7][C@H:8]([C:10]1[N:34]([C:35]2[CH:40]=[CH:39][CH:38]=[CH:37][N:36]=2)[C:29]2[C:28]([CH3:41])=[C:27]([F:26])[CH:32]=[CH:31][C:30]=2[N:11]=1)[CH3:9])([CH3:4])([CH3:3])[CH3:2] |f:1.2|. Procedure: To a suspension of ((S)-1-carbamoylethyl)carbamic acid tert-butyl ester (1.52 g, 8.1 mmol) in DCM (15 mL) was added triethyloxonium tetrafluoroborate (1.63 g, 8.6 mmol) and the reaction mixture stirred at RT for 2 h, during which the solids dissolved. The reaction mixture was concentrated in vacuo and the residue dissolved in ethanol (15 mL). 4-fluoro-3-methyl-N2-pyridin-2-yl-benzene-1,2-diamine (1.0 g, 5.1 mmol) was added and the reaction heated at 75° C. for 16 h. The reaction mixture was conc... The reactants are [Br-], CCCC[N+](CCCC)(CCCC)CCCC, ClCCl, [K+], CCC(NC(=O)CCCCl)C(N)=O, [OH-]. Yields the product CCC(C(N)=O)N1CCCC1=O. As a reaction SMILES: [Br-:16].[CH3:17][CH2:18][CH2:19][CH2:20][N+:21]([CH2:22][CH2:23][CH2:24][CH3:25])([CH2:26][CH2:27][CH2:28][CH3:29])[CH2:30][CH2:31][CH2:32][CH3:33].[Cl:34][CH2:35][Cl:36].[K+:15].[NH2:1][C:2](=[O:3])[CH:4]([CH2:5][CH3:6])[NH:7][C:8]([CH2:9][CH2:10][CH2:11][Cl:12])=[O:13].[OH-:14]>>[NH2:1][C:2](=[O:3])[CH:4]([CH2:5][CH3:6])[N:7]1[C:8](=[O:13])[CH2:9][CH2:10][CH2:11]1. Starting materials: N1C=NC=C1 (Imidazole), [Si](C)(C)(C(C)(C)C)Cl (tert-butyldimethylsilyl chloride), OCC1CCCC(N1)=O (6-hydroxymethyl-piperidin-2-one), ω-Hydroxymethyl Lactams, CN(C)C=O (DMF), NC(C(=O)O)CCCC(=O)O (racemic α-aminoadipic acid). The solvent is CCOC(=O)C (EtOAc), C1=CC=CC=C1 (Benzene). Reaction conditions: time 17 hour. Product: C(C)(C)(C)[SiH2]OC(C1CCCC(N1)=O)(C)C (6-(tert-butyl-dimethyl-silanyloxymethyl)-piperidin-2-one). Yield: 88.0%. As a reaction SMILES: N1C=CN=[CH:2]1.[Si:6](Cl)([C:9]([CH3:12])([CH3:11])[CH3:10])(C)C.OCC1N[C:20](=[O:22])[CH2:19]CC1.N[CH:24]([CH2:28]CCC(O)=O)[C:25](O)=O.[CH3:34][N:35]([CH:37]=[O:38])C>CCOC(C)=O.C1C=CC=CC=1>[C:9]([SiH2:6][O:22][C:20]([CH3:19])([CH3:2])[CH:34]1[NH:35][C:37](=[O:38])[CH2:28][CH2:24][CH2:25]1)([CH3:12])([CH3:11])[CH3:10]. Reported procedure: Imidazole (1.16 g, 17.0 mmol) and tert-butyldimethylsilyl chloride (1.18 g, 7.85 mmol) were added sequentially to a solution of 6-hydroxymethyl-piperidin-2-one (prepared from racemic α-aminoadipic acid according to Huang, et al., Synth. Commun. 1989, 19, Preparation of Optically Pure ω-Hydroxymethyl Lactams, 3485-3496, 921 mg, 7.14 mmol) in DMF (10 mL) at 0° C. The reaction mixture was allowed to warm to rt and was stirred at rt for 17 h. Benzene and EtOAc (3:7, 200 mL) was added and the solutio... Reactants: COC1=CC=C(C(=O)O)C=C1 (4-methoxybenzoic acid), C(C)O (ethanol), N,N'-carbonyldiimidazole, NC1=NC2=NC(=CC=C2C=C1)OCC (2-amino-7-ethoxy-1,8-naphthyridine). The solvent is O (water). Reaction conditions: temperature 4 celsius. Yields the product C(C)OC1=CC=C2C=CC(=NC2=N1)NC(C1=CC=C(C=C1)OC)=O (N-(7-ethoxy-1,8-naphthyridin-2-yl)-4-methoxybenzamide). Yield: 75.9%. RXN SMILES: [CH3:1][O:2][C:3]1[CH:11]=[CH:10][C:6]([C:7]([OH:9])=O)=[CH:5][CH:4]=1.[NH2:12][C:13]1[CH:22]=[CH:21][C:20]2[C:15](=[N:16][C:17]([O:23][CH2:24][CH3:25])=[CH:18][CH:19]=2)[N:14]=1.C(O)C>O>[CH2:24]([O:23][C:17]1[N:16]=[C:15]2[C:20]([CH:21]=[CH:22][C:13]([NH:12][C:7](=[O:9])[C:6]3[CH:5]=[CH:4][C:3]([O:2][CH3:1])=[CH:11][CH:10]=3)=[N:14]2)=[CH:19][CH:18]=1)[CH3:25]. Procedure: The procedure is similar to that described in Example 1, but starting with 4-methoxybenzoic acid (19.8 g), N,N'-carbonyldiimidazole (21.1 g) and 2-amino-7-ethoxy-1,8-naphthyridine (18.5 g). The product produced by precipitation in water (28.9 g; m.p. 144° C.) is dissolved in boiling ethanol (280 cc). After 3 hours' cooling at 4° C., the crystallised solid is separated by filtration, washed with ethanol (2×10 cc) and dried at 40° C. under reduced pressure (0.067 kPa). N-(7-ethoxy-1,8-naphthyridin... The reactants are NC1=C(OC=2C=C(C=CC2)[C@H](C)NC(OC(C)(C)C)=O)C=C(C=C1)Cl (tert-butyl(1S)-1-[3-(2-amino-5-chlorophenoxy)phenyl]ethylcarbamate), BrCCCC(=O)OCC (ethyl 4-bromobutyrate), C([O-])([O-])=O.[K+].[K+] (potassium carbonate), CN(C=O)C (N,N-dimethylformamide). The solvent is O (water). Run at temperature 80 celsius, time 48 hour. Product: C(C)(C)(C)OC(=O)N[C@@H](C)C=1C=C(OC2=C(C=CC(=C2)Cl)NCCCC(=O)OCC)C=CC1 (ethyl 4-[N-[2-[3-[(1S)-1-tert-butoxycarbonylaminoethyl]phenoxy]-4-chlorophenyl]]aminobutyrate). Isolated yield 66.7%. Reaction SMILES: [NH2:1][C:2]1[CH:24]=[CH:23][C:22]([Cl:25])=[CH:21][C:3]=1[O:4][C:5]1[CH:6]=[C:7]([C@@H:11]([NH:13][C:14](=[O:20])[O:15][C:16]([CH3:19])([CH3:18])[CH3:17])[CH3:12])[CH:8]=[CH:9][CH:10]=1.Br[CH2:27][CH2:28][CH2:29][C:30]([O:32][CH2:33][CH3:34])=[O:31].C(=O)([O-])[O-].[K+].[K+].CN(C)C=O>O>[C:16]([O:15][C:14]([NH:13][C@H:11]([C:7]1[CH:6]=[C:5]([CH:10]=[CH:9][CH:8]=1)[O:4][C:3]1[CH:21]=[C:22]([Cl:25])[CH:23]=[CH:24][C:2]=1[NH:1][CH2:27][CH2:28][CH2:29][C:30]([O:32][CH2:33][CH3:34])=[O:31])[CH3:12])=[O:20])([CH3:19])([CH3:18])[CH3:17] |f:2.3.4|. Procedure details: A mixture of tert-butyl(1S)-1-[3-(2-amino-5-chlorophenoxy)phenyl]ethylcarbamate (3.2 g, 8.8 mmols), ethyl 4-bromobutyrate (14 g, 70 mmols), potassium carbonate (3.6 g, 26 mmols) and N,N-dimethylformamide (50 ml) was stirred at 80° C. for 48 hours. The reaction mixture was cooled, poured into water, and extracted with ethyl acetate. The extract was washed with water, and then dried with anhydrous magnesium sulfate. This was concentrated under reduced pressure, and the residue was purified through...